Dataset: the Open Reaction Database (ORD), a public repository of structured organic reaction records. Task: describe an organic reaction: reactants, conditions, products, and yield Starting materials: NC1=C(C(=O)O)C=CC=C1Cl (2-amino-3-chlorobenzoic acid), N1C=NC=C1 (imidazole), Cl.NC1C(NC(CC1)=O)=O (3-amino-piperidine-2,6-dione hydrogen chloride), N1C=NC=C1 (imidazole), P(OC1=CC=CC=C1)(OC1=CC=CC=C1)OC1=CC=CC=C1 (triphenyl phosphite), C(C)(=O)Cl (acetyl chloride). Run in C(C)#N (acetonitrile), CO (methanol), O (water). Reaction conditions: time 8 hour. Product: ClC=1C=CC=C2C(N(C(=NC12)C)C1C(NC(CC1)=O)=O)=O (3-(8-chloro-2-methyl-4-oxo-4H-quinazolin-3-yl)-piperidine-2,6-dione). The yield is 37.7%. Reaction SMILES: [NH2:1][C:2]1[C:10]([Cl:11])=[CH:9][CH:8]=[CH:7][C:3]=1[C:4]([OH:6])=O.N1[CH:16]=[CH:15]N=C1.C(Cl)(=O)C.Cl.[NH2:22][CH:23]1[CH2:28][CH2:27][C:26](=[O:29])[NH:25][C:24]1=[O:30].P(OC1C=CC=CC=1)(OC1C=CC=CC=1)OC1C=CC=CC=1>C(#N)C.CO.O>[Cl:11][C:10]1[CH:9]=[CH:8][CH:7]=[C:3]2[C:2]=1[N:1]=[C:15]([CH3:16])[N:22]([CH:23]1[CH2:28][CH2:27][C:26](=[O:29])[NH:25][C:24]1=[O:30])[C:4]2=[O:6] |f:3.4|. Procedure: To a stirred mixture of 2-amino-3-chlorobenzoic acid (2.2 g, 13 mmol) and imidazole (1.1 g, 16 mmol) in acetonitrile (30 mL), was added acetyl chloride (1.1 mL, 16 mmol) at room temperature. The mixture was stirred at room temperature overnight. To the mixture, was added 3-amino-piperidine-2,6-dione hydrogen chloride (2.3 g, 14 mmol), imidazole (1.9 g, 28 mmol) and triphenyl phosphite (4.0 mL, 15 mmol) and heated to reflux for 22 hours. To the mixture, was added water (60 mL). The suspension was...